This data is from the Open Reaction Database (ORD), a public repository of structured organic reaction records. The task is: describe an organic reaction: reactants, conditions, products, and yield Starting materials: CCO, O=C1OC(c2ccc(F)cc2)C(Cc2ccc(C(F)(F)F)cc2)N1Cc1cccc2ccccc12, [Na+], [OH-], O. The product is OC(c1ccc(F)cc1)C(Cc1ccc(C(F)(F)F)cc1)NCc1cccc2ccccc12. As a reaction SMILES: [CH3:38][CH2:39][OH:40].[F:1][c:2]1[cH:3][cH:4][c:5]([CH:8]2[CH:9]([CH2:25][c:26]3[cH:27][cH:28][c:29]([C:32]([F:33])([F:34])[F:35])[cH:30][cH:31]3)[N:10]([CH2:14][c:15]3[cH:16][cH:17][cH:18][c:19]4[cH:20][cH:21][cH:22][cH:23][c:24]34)[C:11](=[O:13])[O:12]2)[cH:6][cH:7]1.[Na+:37].[OH-:36].[OH2:41]>>[F:1][c:2]1[cH:3][cH:4][c:5]([CH:8]([CH:9]([NH:10][CH2:14][c:15]2[cH:16][cH:17][cH:18][c:19]3[cH:20][cH:21][cH:22][cH:23][c:24]23)[CH2:25][c:26]2[cH:27][cH:28][c:29]([C:32]([F:33])([F:34])[F:35])[cH:30][cH:31]2)[OH:12])[cH:6][cH:7]1. The reactants are Br.[N+](=O)([O-])C1=CC(=C2NC(C(NC2=C1)=O)=O)CNC(CC(=O)O)C1=CC=CC=C1 (3-[N-(7-nitro-2,3-dioxo-1,2,3,4-tetrahydroquinoxalin-5-ylmethyl)amino]-3-phenyl-propionic acid hydrobromide), CO.C(C)(=O)O (methanol acetic acid). Yields the product Br.[N+](=O)([O-])C1=CC(=C2NC(C(NC2=C1)=O)=O)CN(CCO)C (N-(7-nitro-2,3-dioxo-1,2,3,4-tetrahydroquinoxalin-5-yl methyl)-N-methyl-N-(2-hydroxyethyl)-amine hydrobromide). Reaction SMILES: [BrH:1].[N+:2]([C:5]1[CH:14]=[C:13]2[C:8]([NH:9][C:10](=[O:16])[C:11](=[O:15])[NH:12]2)=[C:7]([CH2:17][NH:18][CH:19](C2C=CC=CC=2)CC(O)=O)[CH:6]=1)([O-:4])=[O:3].CO.[C:32]([OH:35])(=O)[CH3:33]>>[BrH:1].[N+:2]([C:5]1[CH:14]=[C:13]2[C:8]([NH:9][C:10](=[O:16])[C:11](=[O:15])[NH:12]2)=[C:7]([CH2:17][N:18]([CH3:19])[CH2:33][CH2:32][OH:35])[CH:6]=1)([O-:4])=[O:3] |f:0.1,2.3,4.5|. Procedure: 3-[N-(7-nitro-2,3-dioxo-1,2,3,4-tetrahydroquinoxalin-5-ylmethyl)amino]-3-phenyl-propionic acid hydrobromide, ESCl+ -MS: (M+H)+ =385; TLC: methanol/acetic acid (9:1) Rf =0.34; The reactants are BrC1=C(C=C(C=C1OC)C=1OC=CC1)OC (2-(4-bromo-3,5-dimethoxyphenyl)furan), CON(C(C(C=1C=NC(=CC1)N1CCOCC1)OC)=O)C (N,2-dimethoxy-N-methyl-2-(6-morpholinopyridin-3-yl)acetamide). Product: BrC1=C(C=C(C=C1OC)C1=CC=C(O1)C(C(C=1C=NC(=CC1)N1CCOCC1)OC)=O)OC (1-(5-(4-Bromo-3,5-dimethoxyphenyl)furan-2-yl)-2-methoxy-2-(6-morpholinopyridin-3-yl)ethanone), product. Yield: 11.0%. As a reaction SMILES: [Br:1][C:2]1[C:7]([O:8][CH3:9])=[CH:6][C:5]([C:10]2[O:11][CH:12]=[CH:13][CH:14]=2)=[CH:4][C:3]=1[O:15][CH3:16].CON(C)[C:20](=[O:36])[CH:21]([O:34][CH3:35])[C:22]1[CH:23]=[N:24][C:25]([N:28]2[CH2:33][CH2:32][O:31][CH2:30][CH2:29]2)=[CH:26][CH:27]=1>>[Br:1][C:2]1[C:7]([O:8][CH3:9])=[CH:6][C:5]([C:10]2[O:11][C:12]([C:20](=[O:36])[CH:21]([O:34][CH3:35])[C:22]3[CH:23]=[N:24][C:25]([N:28]4[CH2:29][CH2:30][O:31][CH2:32][CH2:33]4)=[CH:26][CH:27]=3)=[CH:13][CH:14]=2)=[CH:4][C:3]=1[O:15][CH3:16]. Procedure: 1-(5-(4-Bromo-3,5-dimethoxyphenyl)furan-2-yl)-2-methoxy-2-(6-morpholinopyridin-3-yl)ethanone was prepared from 2-(4-bromo-3,5-dimethoxyphenyl)furan and N,2-dimethoxy-N-methyl-2-(6-morpholinopyridin-3-yl)acetamide according to the procedure used in Example 30. Purification by chromatography (60% EtOAc/hexanes) gave the product as a pale yellow solid (0.04 g, 11% yield). MS: m/z 517.3 [M+H]+. The reactants are C=CC(O)C(=C)c1ccc(OC)c(OC)c1, O=[Mn]=O. The product is C=CC(=O)C(=C)c1ccc(OC)c(OC)c1. RXN SMILES: [CH3:1][O:2][c:3]1[cH:4][c:5]([C:11](=[CH2:12])[CH:13]([CH:14]=[CH2:15])[OH:16])[cH:6][cH:7][c:8]1[O:9][CH3:10].[O:17]=[Mn:18]=[O:19]>>[CH3:1][O:2][c:3]1[cH:4][c:5]([C:11](=[CH2:12])[C:13]([CH:14]=[CH2:15])=[O:16])[cH:6][cH:7][c:8]1[O:9][CH3:10]. The reactants are CC=1C=C(/C=N/O)C=CC1[N+](=O)[O-] ((E)-3-methyl-4-nitrobenzaldehyde oxime), ClN1C(CCC1=O)=O (N-chlorosuccinimide). Run in CN(C=O)C (dimethylformamide). Reaction conditions: time 5 hour. The product is O\N=C(\C1=CC(=C(C=C1)[N+](=O)[O-])C)/Cl ((Z)—N-hydroxy-3-methyl-4-nitrobenzimidoyl chloride), solid. Isolated yield 78.0%. RXN SMILES: [CH3:1][C:2]1[CH:3]=[C:4]([CH:8]=[CH:9][C:10]=1[N+:11]([O-:13])=[O:12])/[CH:5]=[N:6]/[OH:7].[Cl:14]N1C(=O)CCC1=O>CN(C)C=O>[OH:7]/[N:6]=[C:5](\[Cl:14])/[C:4]1[CH:8]=[CH:9][C:10]([N+:11]([O-:13])=[O:12])=[C:2]([CH3:1])[CH:3]=1. Reported procedure: To a solution of (E)-3-methyl-4-nitrobenzaldehyde oxime (1.0 equiv.) in dimethylformamide, N-chlorosuccinimide (1.2 equiv.) was added in 3 portions over the period of 1 hr and the reaction mixture was stirred at r.t. for 5 hours. DMF was evaporated and the residue was diluted with EtOAc. The organic layer was washed with water, brine, dried over Na2SO4, filtered and concentrated in vacuo. The residue was purified by flash chromatography on silica gel, eluting with 5% ethyl acetate in petroleum e... Reactants: ClCC=1C(=NOC1C)C (4-(chloromethyl)-3,5-dimethylisoxazole), CN1C(NC=2C(C1=O)=C(N(N2)CC2=CC=CC1=CC=CC=C21)C=2C=C(C(=O)O)C=CC2)=O (3-[5-methyl-2-(1-naphthylmethyl)-4,6-dioxo-4,5,6,7-tetrahydro-2H-pyrazolo[3,4-d]pyrimidin-3-yl]benzoic acid), C([O-])([O-])=O.[K+].[K+] (potassium carbonate). Run in CN(C=O)C (dimethylformamide). Run at temperature 85 celsius, time 20 hour. Product: CC1=NOC(=C1CN1C(N(C(C=2C1=NN(C2C=2C=C(C(=O)O)C=CC2)CC2=CC=CC1=CC=CC=C21)=O)C)=O)C (3-[7-[(3,5-dimethylisoxazol-4-yl)methyl]-5-methyl-2-(1-naphthylmethyl)-4,6-dioxo-4,5,6,7-tetrahydro-2H-pyrazolo[3,4-d]pyrimidin-3-yl]benzoic acid). Reaction SMILES: Cl[CH2:2][C:3]1[C:4]([CH3:9])=[N:5][O:6][C:7]=1[CH3:8].[CH3:10][N:11]1[C:16](=[O:17])[C:15]2=[C:18]([C:32]3[CH:33]=[C:34]([CH:38]=[CH:39][CH:40]=3)[C:35]([OH:37])=[O:36])[N:19]([CH2:21][C:22]3[C:31]4[C:26](=[CH:27][CH:28]=[CH:29][CH:30]=4)[CH:25]=[CH:24][CH:23]=3)[N:20]=[C:14]2[NH:13][C:12]1=[O:41].C(=O)([O-])[O-].[K+].[K+]>CN(C)C=O>[CH3:9][C:4]1[C:3]([CH2:2][N:13]2[C:14]3=[N:20][N:19]([CH2:21][C:22]4[C:31]5[C:26](=[CH:27][CH:28]=[CH:29][CH:30]=5)[CH:25]=[CH:24][CH:23]=4)[C:18]([C:32]4[CH:33]=[C:34]([CH:38]=[CH:39][CH:40]=4)[C:35]([OH:37])=[O:36])=[C:15]3[C:16](=[O:17])[N:11]([CH3:10])[C:12]2=[O:41])=[C:7]([CH3:8])[O:6][N:5]=1 |f:2.3.4|. Procedure: 4-(chloromethyl)-3,5-dimethylisoxazole (0.145 g) was added to a suspension of Resin bound 3-[5-methyl-2-(1-naphthylmethyl)-4,6-dioxo-4,5,6,7-tetrahydro-2H-pyrazolo[3,4-d]pyrimidin-3-yl]benzoic acid (0.120 g) and potassium carbonate (0.397 g) in dimethylformamide (1 ml). Reaction mixture was shaken at 85° C. for 20 hours. The resin was filtered and washed (3 times) DMF, H2O, DMF, CH2Cl2, MeOH, CH2Cl2, and dried in vacuum to give the subtitle compound. Starting materials: BrC(C#N)=C(C1=CC=C(C=C1)Cl)NC (α-bromo-p-chloro-β-(methylamino)cinnamonitrile), ( E )-, FC(C(C)=O)(F)F (trifluoroacetone). Run in C(C)(=O)O (acetic acid), O (water). Conditions: temperature 100 celsius. The product is ClC1=CC=C(C=C1)C=1N(C(=CC1C#N)C(F)(F)F)C (2-(p-Chlorophenyl)-1-methyl-5-(trifluoromethyl)pyrrole-3-carbonitrile). As a reaction SMILES: Br[C:2](=[C:5]([NH:13][CH3:14])[C:6]1[CH:11]=[CH:10][C:9]([Cl:12])=[CH:8][CH:7]=1)[C:3]#[N:4].[F:15][C:16]([F:21])([F:20])[C:17](=O)[CH3:18]>C(O)(=O)C.O>[Cl:12][C:9]1[CH:10]=[CH:11][C:6]([C:5]2[N:13]([CH3:14])[C:17]([C:16]([F:21])([F:20])[F:15])=[CH:18][C:2]=2[C:3]#[N:4])=[CH:7][CH:8]=1. Procedure: A solution of α-bromo-p-chloro-β-(methylamino)cinnamonitrile, (E)- or (Z)- (5.43 g, 0.02 mol) and trifluoroacetone (3.36 g, 2.7 mL, 0.03 mol) in acetic acid is heated at 80° C. for 1-2 hours, heated at 100° C. overnight, diluted with water and extracted with ethyl acetate. The combined organic extracts are washed with water, dried over anhydrous Na2SO4 and concentrated in vacuo to obtain a gum. The gum is flash chromatographed using silica gel and a 15% ethyl acetate in heptane solution to give ... The reactants are Cc1nn(C(=O)NCc2ccccc2)c(C)c1Cc1cn(C(=O)OC(C)(C)C)c2ncccc12, O=C([O-])[O-], ClCCl, [K+], [K+], O=C(O)C(F)(F)F. The product is Cc1nn(C(=O)NCc2ccccc2)c(C)c1Cc1c[nH]c2ncccc12. RXN SMILES: [C:1]([O:2][C:3](=[O:4])[n:8]1[cH:9][c:10]([CH2:17][c:18]2[c:19]([CH3:34])[n:20][n:21]([C:24]([NH:25][CH2:26][c:27]3[cH:28][cH:29][cH:30][cH:31][cH:32]3)=[O:33])[c:22]2[CH3:23])[c:11]2[c:12]1[n:13][cH:14][cH:15][cH:16]2)([CH3:5])([CH3:6])[CH3:7].[C:42](=[O:43])([O-:44])[O-:45].[Cl:48][CH2:49][Cl:50].[K+:46].[K+:47].[OH:35][C:36]([C:37]([F:38])([F:39])[F:40])=[O:41]>>[nH:8]1[cH:9][c:10]([CH2:17][c:18]2[c:19]([CH3:34])[n:20][n:21]([C:24]([NH:25][CH2:26][c:27]3[cH:28][cH:29][cH:30][cH:31][cH:32]3)=[O:33])[c:22]2[CH3:23])[c:11]2[c:12]1[n:13][cH:14][cH:15][cH:16]2.